describe an organic reaction: reactants, conditions, products, and yield From a dataset of the Open Reaction Database (ORD), a public repository of structured organic reaction records. Reactants: aldehyde, COC([C@@H](N)CO)=O (L-serine methyl ester), COC(C(N)CO)=O (D,L-serine methyl ester), ester, ( 6 ), ketone, C1(CCCCC1)N(C(CCCOC1=CC(=C(C=C1)[N+](=O)[O-])C(C)=O)=O)CCOC(C)=O (N-cyclohexyl-N-(2-acetoxyethyl)-4-(4-nitro-3-(1-oxoeth-1-yl)phenyl)oxybutanamide). Product: C1(CCCCC1)N(C(CCCOC=1C=C2CN3C(=NC2=CC1)NC(C3CO)=O)=O)C (N-cyclohexyl-N-methyl-4-(2-oxo-3-hydroxymethyl-1,2,3,5-tetrahydroimidazo[2,1-b]quinazolin-7-yl)oxybutanamide). As a reaction SMILES: [CH:1]1([N:7]([CH2:26]COC(=O)C)[C:8](=[O:25])[CH2:9][CH2:10][CH2:11][O:12][C:13]2[CH:18]=[CH:17][C:16]([N+:19]([O-])=O)=[C:15]([C:22](=O)C)[CH:14]=2)[CH2:6][CH2:5][CH2:4][CH2:3][CH2:2]1.C[O:33][C:34](=O)[C@H:35]([CH2:37][OH:38])[NH2:36].COC(=O)[CH:43](CO)[NH2:44]>>[CH:1]1([N:7]([CH3:26])[C:8](=[O:25])[CH2:9][CH2:10][CH2:11][O:12][C:13]2[CH:14]=[C:15]3[C:16](=[CH:17][CH:18]=2)[N:19]=[C:43]2[NH:44][C:34](=[O:33])[CH:35]([CH2:37][OH:38])[N:36]2[CH2:22]3)[CH2:2][CH2:3][CH2:4][CH2:5][CH2:6]1. Procedure details: Proceeding in a like manner but substituting the appropriate aldehyde of formula (6) as prepared in Preparation 4, or the appropriate ketone of formula (8) as prepared in either Preparation 6 or 9, and either L-serine methyl ester or a racemic mixture of D,L-serine methyl ester or similar ester, there are prepared the following exemplary compounds: The reactants are CO, CN(C)Cc1nnc(COS(C)(=O)=O)n1-c1ccc(Cl)cc1C(=O)c1ccccc1Cl, N. The product is CN(C)Cc1nnc2n1-c1ccc(Cl)cc1C(c1ccccc1Cl)=NC2. As a reaction SMILES: [CH3:33][OH:34].[Cl:1][c:2]1[c:3]([C:8]([c:9]2[c:10](-[n:16]3[c:17]([CH2:27][N:28]([CH3:29])[CH3:30])[n:18][n:19][c:20]3[CH2:21][O:23][S:24]([CH3:25])(=[O:26])=[O:31])[cH:11][cH:12][c:13]([Cl:15])[cH:14]2)=[O:22])[cH:4][cH:5][cH:6][cH:7]1.[NH3:32]>>[Cl:1][c:2]1[c:3]([C:8]2=[N:32][CH2:21][c:20]3[n:16]([c:17]([CH2:27][N:28]([CH3:29])[CH3:30])[n:18][n:19]3)-[c:10]3[c:9]2[cH:14][c:13]([Cl:15])[cH:12][cH:11]3)[cH:4][cH:5][cH:6][cH:7]1. Reactants: B(Br)(Br)Br (BBr3), FC=1C=C(C#N)C=C(C1OC)F (3,5-Difluoro-4-methoxybenzonitrile). The solvent is ClCCl (dichloromethane). Run at time 8 hour. Product: FC=1C=C(C#N)C=C(C1O)F (3,5-Difluoro-4-hydroxybenzonitrile). Yield: 80.6%. As a reaction SMILES: B(Br)(Br)Br.[F:5][C:6]1[CH:7]=[C:8]([CH:11]=[C:12]([F:16])[C:13]=1[O:14]C)[C:9]#[N:10]>ClCCl>[F:5][C:6]1[CH:7]=[C:8]([CH:11]=[C:12]([F:16])[C:13]=1[OH:14])[C:9]#[N:10]. Procedure details: BBr3 (6.61 g, 0.0264 mol) was added to 3,5-difluoro-4-methoxybenzonitrile (1.5 g, 0.0088 mol; see step (iii) above) in dichloromethane (15 mL) at −78° C. Stirring was continued at room temperature overnight under a nitrogen atmosphere. The reaction mixture was then quenched with ice water and extracted with dichloromethane. The organic layer was washed with water and brine, and dried over sodium sulfate. Solvent evaporation under reduced pressure yielded 1.1 g (80.6%) of the sub-title compound a... As a reaction SMILES: [CH3:21][OH:22].[OH:1][CH2:2][CH:3]([C:4](=[O:5])[NH2:6])[n:7]1[c:8](=[O:20])[c:9]2[cH:10][cH:11][cH:12][c:13]([N+:17]([O-:18])=[O:19])[c:14]2[cH:15][cH:16]1.[Pd:23]>>[OH:1][CH2:2][CH:3]([C:4](=[O:5])[NH2:6])[n:7]1[c:8](=[O:20])[c:9]2[cH:10][cH:11][cH:12][c:13]([NH2:17])[c:14]2[cH:15][cH:16]1. Starting materials: CO, NC(=O)C(CO)n1ccc2c([N+](=O)[O-])cccc2c1=O, [Pd]. The product is NC(=O)C(CO)n1ccc2c(N)cccc2c1=O.